This data is from the Open Reaction Database (ORD), a public repository of structured organic reaction records. The task is: describe an organic reaction: reactants, conditions, products, and yield Reactants: COC1=C(CON2C(NC3=C(C2=O)SC(=C3)C3=CC=CC=C3)=O)C=CC(=C1)OC (3-(2,4-dimethoxy-benzyloxy)-6-phenyl-1H-thieno[3,2-d]pyrimidine-2,4-dione), BrCC1OCCC1 (2-bromomethyl-tetrahydro-furan), crude intermediate. Yields the product ON1C(N(C2=C(C1=O)SC(=C2)C2=CC=CC=C2)CC2OCCC2)=O (3-Hydroxy-6-phenyl-1-(tetrahydro-furan-2-ylmethyl)-1H-thieno[3,2-d]pyrimidine-2,4-dione). Procedure: 3-(2,4-dimethoxy-benzyloxy)-6-phenyl-1H-thieno[3,2-d]pyrimidine-2,4-dione (from previous example) was alkylated with 2-bromomethyl-tetrahydro-furan via general procedure B1. This crude intermediate was deprotected via general procedure D1 to give the title compound which was purified by mass-triggered preparative HPLC. 1H NMR (DMSO-d6) δ 7.80 (d, 2H, J=8.1 Hz), 7.78 (s, 1H), 7.52-7.44 (m, 3H), 4.23-4.06 (m, 3H), 3.74 (dd, 1H, J=7.8, 13.8 Hz), 3.59 (dd, 1H, J=7.5, 13.8 Hz), 2.05-1.58 (m, 4H); Ele... As a reaction SMILES: COC1C=C(OC)C=CC=1C[O:6][N:7]1[C:12](=[O:13])[C:11]2[S:14][C:15]([C:17]3[CH:22]=[CH:21][CH:20]=[CH:19][CH:18]=3)=[CH:16][C:10]=2[NH:9][C:8]1=[O:23].Br[CH2:31][CH:32]1[CH2:36][CH2:35][CH2:34][O:33]1>>[OH:6][N:7]1[C:12](=[O:13])[C:11]2[S:14][C:15]([C:17]3[CH:18]=[CH:19][CH:20]=[CH:21][CH:22]=3)=[CH:16][C:10]=2[N:9]([CH2:31][CH:32]2[CH2:36][CH2:35][CH2:34][O:33]2)[C:8]1=[O:23]. Reactants: CCN(C(C)C)C(C)C, COCCOc1ncc(C(=O)O)nc1-c1ccc(Cl)cc1, CC(C)=C(Cl)N(C)C, ClCCl, Cl, NC1(CO)CC1. Product: COCCOc1ncc(C(=O)NC2(CO)CC2)nc1-c1ccc(Cl)cc1. Reaction SMILES: [CH2:37]([N:38]([CH:39]([CH3:40])[CH3:41])[CH:42]([CH3:43])[CH3:44])[CH3:45].[Cl:1][c:2]1[cH:3][cH:4][c:5](-[c:8]2[c:9]([O:17][CH2:18][CH2:19][O:20][CH3:21])[n:10][cH:11][c:12]([C:14](=[O:15])[OH:16])[n:13]2)[cH:6][cH:7]1.[Cl:22][C:23]([N:24]([CH3:25])[CH3:26])=[C:27]([CH3:28])[CH3:29].[Cl:46][CH2:47][Cl:48].[ClH:30].[NH2:31][C:32]1([CH2:35][OH:36])[CH2:33][CH2:34]1>>[Cl:1][c:2]1[cH:3][cH:4][c:5](-[c:8]2[c:9]([O:17][CH2:18][CH2:19][O:20][CH3:21])[n:10][cH:11][c:12]([C:14](=[O:16])[NH:31][C:32]3([CH2:35][OH:36])[CH2:33][CH2:34]3)[n:13]2)[cH:6][cH:7]1. The reactants are C1(=CC=CC=C1)NC1CC2=CC=CC=C2CC1 (2-phenylamino-1,2,3,4-tetrahydronaphthalene), [Cl-] (chloride), ClCCC(=O)O (β-chloropropionic acid). The solvent is C1=CC=CC=C1 (benzene). Product: C1(=CC=CC=C1)N(C(CCCl)=O)C1CCCC2=CC=CC=C12 (N-phenyl-N-(β-chloropropionyl]-amino-(1,2,3,4-tetrahydronaphthalene)). RXN SMILES: [C:1]1([NH:7][CH:8]2[CH2:17][CH2:16][C:15]3[C:10](=[CH:11][CH:12]=[CH:13][CH:14]=3)[CH2:9]2)[CH:6]=[CH:5][CH:4]=[CH:3][CH:2]=1.[Cl-].[Cl:19][CH2:20][CH2:21][C:22](O)=[O:23]>C1C=CC=CC=1>[C:1]1([N:7]([CH:8]2[C:9]3[C:10](=[CH:11][CH:12]=[CH:13][CH:14]=3)[CH2:15][CH2:16][CH2:17]2)[C:22](=[O:23])[CH2:21][CH2:20][Cl:19])[CH:2]=[CH:3][CH:4]=[CH:5][CH:6]=1. Procedure details: 0.1 mol of 2-phenylamino-1,2,3,4-tetrahydronaphthalene, 0.15 mol of the chloride of β-chloropropionic acid and 25 ml of benzene are refluxed during 4.5 hours. The solvent and the reagent excess are then removed. The residue is recrystallized from petroleum ether. M.P. 78°-81°C. Reactants: Br.NC1=NN=C2N1C1=CC=CC=C1C=C2 (1-amino-s-triazolo(4,3-a)quinoline hydrobromide), C(C)(=O)[O-].[Na+].[OH-].[Na+] (sodium acetate sodium hydroxide). The solvent is O (water). Product: NC1=NN=C2N1C1=CC=CC=C1C=C2 (1-AMINO-s-TRIAZOLO(4,3-a)QUINOLINE). Reaction SMILES: Br.[NH2:2][C:3]1[N:7]2[C:8]3[C:13]([CH:14]=[CH:15][C:6]2=[N:5][N:4]=1)=[CH:12][CH:11]=[CH:10][CH:9]=3.C([O-])(=O)C.[Na+].[OH-].[Na+]>O>[NH2:2][C:3]1[N:7]2[C:8]3[C:13]([CH:14]=[CH:15][C:6]2=[N:5][N:4]=1)=[CH:12][CH:11]=[CH:10][CH:9]=3 |f:0.1,2.3.4.5|. Reported procedure: The 1-amino-s-triazolo(4,3-a)quinoline hydrobromide obtained as reported in the preceding example was dissolved in water. A sodium acetate/sodium hydroxide mixture was added to break up the salt. The product then precipitated out as the free base, m.p., 250°-3°C. Starting materials: CC(=O)N1CCN(c2cc(Cl)ccc2C(=O)N2CCN(c3ncc(C4CC4)cc3C)CC2)C1=O, CC1(C)C=NC(=O)O1. Yields the product CC(=O)N1CCN(c2cc(N3CC(C)(C)OC3=O)ccc2C(=O)N2CCN(c3ncc(C4CC4)cc3C)CC2)C1=O. Reaction SMILES: [C:1]([CH3:2])(=[O:3])[N:4]1[C:5](=[O:34])[N:6]([c:9]2[c:10]([C:16](=[O:17])[N:18]3[CH2:19][CH2:20][N:21]([c:24]4[n:25][cH:26][c:27]([CH:31]5[CH2:32][CH2:33]5)[cH:28][c:29]4[CH3:30])[CH2:22][CH2:23]3)[cH:11][cH:12][c:13]([Cl:15])[cH:14]2)[CH2:7][CH2:8]1.[CH3:35][C:36]1([CH3:42])[CH:37]=[N:38][C:39](=[O:41])[O:40]1>>[C:1]([CH3:2])(=[O:3])[N:4]1[C:5](=[O:34])[N:6]([c:9]2[c:10]([C:16](=[O:17])[N:18]3[CH2:19][CH2:20][N:21]([c:24]4[n:25][cH:26][c:27]([CH:31]5[CH2:32][CH2:33]5)[cH:28][c:29]4[CH3:30])[CH2:22][CH2:23]3)[cH:11][cH:12][c:13]([N:38]3[CH2:37][C:36]([CH3:35])([CH3:42])[O:40][C:39]3=[O:41])[cH:14]2)[CH2:7][CH2:8]1.